describe an organic reaction: reactants, conditions, products, and yield From a dataset of the Open Reaction Database (ORD), a public repository of structured organic reaction records. Starting materials: ClC1=CC(N(C(N1CC1=CC=C(C=C1)C1=C(C=CC=C1)C1=NN=NN1C(C1=CC=CC=C1)(C1=CC=CC=C1)C1=CC=CC=C1)=O)CCC)=O (6-Chloro-3-propyl-1-[[2'-(N-trityltetrazol-5-yl)-biphenyl-4-yl]methyl]pyrimidine-2,4(1H,3H)-dione), C(C)O (ethanol). The solvent is [Na] (sodium). Yields the product C(C)OC1=CC(N(C(N1CC1=CC=C(C=C1)C1=C(C=CC=C1)C1=NN=NN1)=O)CCC)=O (6-Ethoxy-3-propyl-1-[[2'-(1H-tetrazol-5-yl)biphenyl-4-yl]methyl]pyrimidine-2,4(1H,3H)-dione). Isolated yield 69.0%. As a reaction SMILES: Cl[C:2]1[N:7]([CH2:8][C:9]2[CH:14]=[CH:13][C:12]([C:15]3[CH:20]=[CH:19][CH:18]=[CH:17][C:16]=3[C:21]3[N:25](C(C4C=CC=CC=4)(C4C=CC=CC=4)C4C=CC=CC=4)[N:24]=[N:23][N:22]=3)=[CH:11][CH:10]=2)[C:6](=[O:45])[N:5]([CH2:46][CH2:47][CH3:48])[C:4](=[O:49])[CH:3]=1.[CH2:50]([OH:52])[CH3:51]>[Na]>[CH2:50]([O:52][C:2]1[N:7]([CH2:8][C:9]2[CH:10]=[CH:11][C:12]([C:15]3[CH:20]=[CH:19][CH:18]=[CH:17][C:16]=3[C:21]3[NH:22][N:23]=[N:24][N:25]=3)=[CH:13][CH:14]=2)[C:6](=[O:45])[N:5]([CH2:46][CH2:47][CH3:48])[C:4](=[O:49])[CH:3]=1)[CH3:51] |^1:52|. Procedure details: 6-Chloro-3-propyl-1-[[2'-(N-trityltetrazol-5-yl)-biphenyl-4-yl]methyl]pyrimidine-2,4(1H,3H)-dione (0.8 g) was dissolved in a solution of sodium metal (69 mg) in ethanol (10 mL) and the mixture was heated under reflux for 14 hours with stirring. The reaction mixture was concentrated to dryness and the resulting residue was dissolved in methylene chloride-water. The solution was acidified with 1N hydrochloric acid (1.5 ml), extracted and the organic layer was separated. The organic layer was washe...